This data is from the Open Reaction Database (ORD), a public repository of structured organic reaction records. The task is: describe an organic reaction: reactants, conditions, products, and yield The reactants are CC1(C)OC(=O)C=C1Br, C1CCOC1, C1CCOC1, C[Si](C)(C)[N-][Si](C)(C)C, [Li+], COC(=O)c1ccc2c(c1)CC(=O)N2. Yields the product COC(=O)c1ccc2c(c1)C(=C1C=C(Br)C(C)(C)O1)C(=O)N2. Reaction SMILES: [Br:15][C:16]1=[CH:17][C:18](=[O:23])[O:19][C:20]1([CH3:21])[CH3:22].[CH2:34]1[O:35][CH2:36][CH2:37][CH2:38]1.[CH2:39]1[O:40][CH2:41][CH2:42][CH2:43]1.[CH3:25][Si:26]([N-:27][Si:28]([CH3:29])([CH3:30])[CH3:31])([CH3:32])[CH3:33].[Li+:24].[NH:1]1[C:2](=[O:14])[CH2:3][c:4]2[cH:5][c:6]([C:10](=[O:11])[O:12][CH3:13])[cH:7][cH:8][c:9]21>>[NH:1]1[C:2](=[O:14])[C:3](=[C:18]2[CH:17]=[C:16]([Br:15])[C:20]([CH3:21])([CH3:22])[O:19]2)[c:4]2[cH:5][c:6]([C:10](=[O:11])[O:12][CH3:13])[cH:7][cH:8][c:9]21. Reactants: BrC1=NC(=CC=C1)Br (2,6-dibromopyridine), COC(C#CCC)=O (pentynoic acid methyl ester), [Cl-] (chloride). Reagents/catalysts: [Cu]I (copper(I) iodide). Solvent: C(C)N(CC)CC (triethylamine). Conditions: time 1 hour. Yields the product COC(CCC#CC1=NC(=CC=C1)Br)=O (5-(6-bromo-2-pyridyl)-4-pentynoic acid methyl ester). Yield: 43.3%. RXN SMILES: Br[C:2]1[CH:7]=[CH:6][CH:5]=[C:4]([Br:8])[N:3]=1.[CH3:9][O:10][C:11](=[O:16])[C:12]#[C:13][CH2:14][CH3:15].[Cl-]>C(N(CC)CC)C.[Cu]I>[CH3:9][O:10][C:11](=[O:16])[CH2:12][CH2:13][C:14]#[C:15][C:2]1[CH:7]=[CH:6][CH:5]=[C:4]([Br:8])[N:3]=1. Reported procedure: A solution of 4.73 g of 2,6-dibromopyridine in 150 ml of triethylamine is mixed under ice cooling with 2.69 g of pentynoic acid methyl ester, 350 mg of bis-triphenylphosphinepalladium(II) chloride and 48 mg of copper(I) iodide and the mixture is stirred for 1 hour. Then, the ice bath is removed and it is stirred for 3 hours at room temperature. The precipitate--consisting of 2,6-bis-(4-methoxycarbonyl-1-butinyl)-pyridine and triethylammonium bromide--is suctioned off and the filtrate is evaporat... Starting materials: FC1=CC(=C(C=C1)C1=C(C=NC=C1)N(C(C1=CC(=CC(=C1)C(F)(F)F)C(F)(F)F)=O)C)O (N-[4-(4-fluoro-2-hydroxy-phenyl)-pyridin-3-yl]-N-methyl-3,5-bis-trifluoromethyl-benzamide), BrC(C#N)C (2-bromopropionitrile), solid. Product: C(#N)C(OC1=C(C=CC(=C1)F)C1=C(C=NC=C1)N(C(C1=CC(=CC(=C1)C(F)(F)F)C(F)(F)F)=O)C)C (N-{4-[2-(Cyano-methyl-methoxy)-4-fluoro-phenyl]-pyridin-3-yl}-N-methyl-3,5-bis-trifluoromethyl-benzamide). As a reaction SMILES: [F:1][C:2]1[CH:7]=[CH:6][C:5]([C:8]2[CH:13]=[CH:12][N:11]=[CH:10][C:9]=2[N:14]([CH3:31])[C:15](=[O:30])[C:16]2[CH:21]=[C:20]([C:22]([F:25])([F:24])[F:23])[CH:19]=[C:18]([C:26]([F:29])([F:28])[F:27])[CH:17]=2)=[C:4]([OH:32])[CH:3]=1.Br[CH:34]([CH3:37])[C:35]#[N:36]>>[C:35]([CH:34]([CH3:37])[O:32][C:4]1[CH:3]=[C:2]([F:1])[CH:7]=[CH:6][C:5]=1[C:8]1[CH:13]=[CH:12][N:11]=[CH:10][C:9]=1[N:14]([CH3:31])[C:15](=[O:30])[C:16]1[CH:17]=[C:18]([C:26]([F:27])([F:28])[F:29])[CH:19]=[C:20]([C:22]([F:25])([F:24])[F:23])[CH:21]=1)#[N:36]. Reported procedure: The title compound was prepared in analogy to example 49, from N-[4-(4-fluoro-2-hydroxy-phenyl)-pyridin-3-yl]-N-methyl-3,5-bis-trifluoromethyl-benzamide (example 48) and 2-bromopropionitrile (CAS RN 19481-82-4). Off-white solid (74%). MS (ESI): m/z =512.0 [M+H]+. Starting materials: N#CC1(NC(=O)C2CC(F)(F)CCC2c2ccccc2Br)CC1, O=C([O-])[O-], CSc1ccc(B(O)O)cc1, CN(C)C=O, [Na+], [Na+]. The product is CSc1ccc(-c2ccccc2C2CCC(F)(F)CC2C(=O)NC2(C#N)CC2)cc1. As a reaction SMILES: [Br:1][c:2]1[c:3]([CH:8]2[CH:9]([C:16](=[O:17])[NH:18][C:19]3([C:22]#[N:23])[CH2:20][CH2:21]3)[CH2:10][C:11]([F:14])([F:15])[CH2:12][CH2:13]2)[cH:4][cH:5][cH:6][cH:7]1.[C:35](=[O:36])([O-:37])[O-:38].[CH3:24][S:25][c:26]1[cH:27][cH:28][c:29]([B:32]([OH:33])[OH:34])[cH:30][cH:31]1.[CH3:41][N:42]([CH3:43])[CH:44]=[O:45].[Na+:39].[Na+:40]>>[c:2]1(-[c:29]2[cH:28][cH:27][c:26]([S:25][CH3:24])[cH:31][cH:30]2)[c:3]([CH:8]2[CH:9]([C:16](=[O:17])[NH:18][C:19]3([C:22]#[N:23])[CH2:20][CH2:21]3)[CH2:10][C:11]([F:14])([F:15])[CH2:12][CH2:13]2)[cH:4][cH:5][cH:6][cH:7]1. The reactants are COC(=O)CCCCC=1C=2N(C=CC1)C=NC2 (8-(4-methoxycarbonylbutyl)-imidazo[1,5-a]pyridine). The solvent is C(C)O (ethanol), [OH-].[Na+] (sodium hydroxide), O (water). Product: C(=O)(O)CCCCC=1C=2N(C=CC1)C=NC2 (8-(4-carboxybutyl)imidazo[1,5-a]pyridine). As a reaction SMILES: C[O:2][C:3]([CH2:5][CH2:6][CH2:7][CH2:8][C:9]1[C:10]2[N:11]([CH:15]=[N:16][CH:17]=2)[CH:12]=[CH:13][CH:14]=1)=[O:4]>C(O)C.[OH-].[Na+].O>[C:3]([CH2:5][CH2:6][CH2:7][CH2:8][C:9]1[C:10]2[N:11]([CH:15]=[N:16][CH:17]=2)[CH:12]=[CH:13][CH:14]=1)([OH:4])=[O:2] |f:2.3|. Procedure details: A solution of 8-(4-methoxycarbonylbutyl)-imidazo[1,5-a]pyridine (30 mg) in 0.3 ml of ethanol and 0.3 ml of 1 N sodium hydroxide is refluxed for 2 hours, cooled, diluted with 2 ml of water and extracted with ethyl acetate (1×5 ml). The aqueous phase is brought to pH=6 and is extracted with methylene chloride (4×10 ml). The extracts are dried and evaporated to yield 8-(4-carboxybutyl)imidazo[1,5-a]pyridine, melting at 195°-197°. Reactants: O=C([O-])[O-], COc1c2c(c(OC)c(OC)c1OC)CCC(CCI)CC2, [K+], [K+], CN(C)C=O, O, Oc1ccc(Cl)cc1. The product is COc1c2c(c(OC)c(OC)c1OC)CCC(CCOc1ccc(Cl)cc1)CC2. As a reaction SMILES: [C:31](=[O:32])([O-:33])[O-:34].[I:1][CH2:2][CH2:3][CH:4]1[CH2:5][CH2:6][c:7]2[c:8]([c:11]([O:21][CH3:22])[c:12]([O:19][CH3:20])[c:13]([O:17][CH3:18])[c:14]2[O:15][CH3:16])[CH2:9][CH2:10]1.[K+:35].[K+:36].[O:37]=[CH:38][N:39]([CH3:40])[CH3:41].[OH2:42].[OH:23][c:24]1[cH:25][cH:26][c:27]([Cl:28])[cH:29][cH:30]1>>[CH2:2]([CH2:3][CH:4]1[CH2:5][CH2:6][c:7]2[c:8]([c:11]([O:21][CH3:22])[c:12]([O:19][CH3:20])[c:13]([O:17][CH3:18])[c:14]2[O:15][CH3:16])[CH2:9][CH2:10]1)[O:23][c:24]1[cH:25][cH:26][c:27]([Cl:28])[cH:29][cH:30]1. Reactants: CCN(CC)C(=O)c1ccc(C(c2cccc(OC)c2)N2C3CCC2C2CCC3N2Cc2ccccc2)cc1, CCO, [Pd]. Yields the product CCN(CC)C(=O)c1ccc(C(c2cccc(OC)c2)N2C3CCC2C2CCC3N2)cc1. As a reaction SMILES: [CH2:1]([c:2]1[cH:3][cH:4][cH:5][cH:6][cH:7]1)[N:8]1[CH:9]2[CH2:10][CH2:11][CH:12]1[CH:13]1[CH2:14][CH2:15][CH:16]2[N:17]1[CH:18]([c:19]1[cH:20][cH:21][c:22]([C:23](=[O:24])[N:25]([CH2:26][CH3:27])[CH2:28][CH3:29])[cH:30][cH:31]1)[c:32]1[cH:33][c:34]([O:38][CH3:39])[cH:35][cH:36][cH:37]1.[CH3:40][CH2:41][OH:42].[Pd:43]>>[NH:8]1[CH:9]2[CH2:10][CH2:11][CH:12]1[CH:13]1[CH2:14][CH2:15][CH:16]2[N:17]1[CH:18]([c:19]1[cH:20][cH:21][c:22]([C:23](=[O:24])[N:25]([CH2:26][CH3:27])[CH2:28][CH3:29])[cH:30][cH:31]1)[c:32]1[cH:33][c:34]([O:38][CH3:39])[cH:35][cH:36][cH:37]1. The reactants are CN(C)C=O, Cc1oc(-c2ccco2)nc1COc1ccc(CCl)cn1, [H-], [Na+], O, O=Cc1cn(-c2ccccc2)nc1O. The product is Cc1oc(-c2ccco2)nc1COc1ccc(COc2nn(-c3ccccc3)cc2C=O)cn1. As a reaction SMILES: [CH3:36][N:37]([CH3:38])[CH:39]=[O:40].[Cl:1][CH2:2][c:3]1[cH:4][cH:5][c:6]([O:9][CH2:10][c:11]2[n:12][c:13](-[c:17]3[o:18][cH:19][cH:20][cH:21]3)[o:14][c:15]2[CH3:16])[n:7][cH:8]1.[H-:41].[Na+:42].[OH2:43].[OH:22][c:23]1[n:24][n:25](-[c:30]2[cH:31][cH:32][cH:33][cH:34][cH:35]2)[cH:26][c:27]1[CH:28]=[O:29]>>[CH2:2]([c:3]1[cH:4][cH:5][c:6]([O:9][CH2:10][c:11]2[n:12][c:13](-[c:17]3[o:18][cH:19][cH:20][cH:21]3)[o:14][c:15]2[CH3:16])[n:7][cH:8]1)[O:22][c:23]1[n:24][n:25](-[c:30]2[cH:31][cH:32][cH:33][cH:34][cH:35]2)[cH:26][c:27]1[CH:28]=[O:29].